describe an organic reaction: reactants, conditions, products, and yield From a dataset of the Open Reaction Database (ORD), a public repository of structured organic reaction records. Starting materials: CC(=O)O, C=O, COc1ccc(-c2cc3cnn(Cc4cccc(OCC5CCCCN5)n4)c(=O)c3s2)cc1, CO, ClCCl. Yields the product COc1ccc(-c2cc3cnn(Cc4cccc(OCC5CCCCN5C)n4)c(=O)c3s2)cc1. RXN SMILES: [C:36]([OH:37])(=[O:38])[CH3:39].[CH2:34]=[O:35].[CH3:1][O:2][c:3]1[cH:4][cH:5][c:6](-[c:9]2[cH:10][c:11]3[c:12]([c:13](=[O:32])[n:14]([CH2:17][c:18]4[n:19][c:20]([O:24][CH2:25][CH:26]5[NH:27][CH2:28][CH2:29][CH2:30][CH2:31]5)[cH:21][cH:22][cH:23]4)[n:15][cH:16]3)[s:33]2)[cH:7][cH:8]1.[CH3:40][OH:41].[Cl:42][CH2:43][Cl:44]>>[CH3:1][O:2][c:3]1[cH:4][cH:5][c:6](-[c:9]2[cH:10][c:11]3[c:12]([c:13](=[O:32])[n:14]([CH2:17][c:18]4[n:19][c:20]([O:24][CH2:25][CH:26]5[N:27]([CH3:36])[CH2:28][CH2:29][CH2:30][CH2:31]5)[cH:21][cH:22][cH:23]4)[n:15][cH:16]3)[s:33]2)[cH:7][cH:8]1. The reactants are C(CCCCCCCCCCCCC)OC1=CC=C(C=C1)CN (4-(Tetradecyloxy)benzenemethanamine), C1=CN=CC2=C1C(=O)OC2=O (3,4-pyridinecarboxylic anhydride). The solvent is C(Cl)(Cl)Cl (chloroform). Reaction conditions: temperature 190 celsius. Yields the product C(CCCCCCCCCCCCC)OC1=CC=C(C=C1)CN1C(C=2C=NC=CC2C1=O)=O (2-[[4-(Tetradecyloxy)phenyl]methyl]-1H-pyrrolo[3,4-c]pyridine-1,3(2H)-dione). Yield: 88.5%. Reaction SMILES: [CH2:1]([O:15][C:16]1[CH:21]=[CH:20][C:19]([CH2:22][NH2:23])=[CH:18][CH:17]=1)[CH2:2][CH2:3][CH2:4][CH2:5][CH2:6][CH2:7][CH2:8][CH2:9][CH2:10][CH2:11][CH2:12][CH2:13][CH3:14].[CH:24]1[C:29]2[C:30]([O:32][C:33](=O)[C:28]=2[CH:27]=[N:26][CH:25]=1)=[O:31]>C(Cl)(Cl)Cl>[CH2:1]([O:15][C:16]1[CH:21]=[CH:20][C:19]([CH2:22][N:23]2[C:30](=[O:31])[C:29]3[CH:24]=[CH:25][N:26]=[CH:27][C:28]=3[C:33]2=[O:32])=[CH:18][CH:17]=1)[CH2:2][CH2:3][CH2:4][CH2:5][CH2:6][CH2:7][CH2:8][CH2:9][CH2:10][CH2:11][CH2:12][CH2:13][CH3:14]. Procedure details: A mixture of 2.5 g of product from Example 99 and 1.17 g of 3,4-pyridinecarboxylic anhydride is heated, in a sealed tube, at 190° C. for 12 minutes. The cooled crystalline product is dissolved in chloroform, dried over anhydrous sodium sulfate, filtered and concentrated in vacuo. The residue is purified by chromatography (silica gel: 30-40% ethyl acetate/hexane) to give 3.12 g of the desired product as colorless crystals. Starting materials: C=C[Sn](CCCC)(CCCC)CCCC, CCOC(C)=O, [Cl-], Cc1cc(-c2noc(-c3onc(-c4ccccc4)c3C(F)(F)F)n2)ccc1I, [Li+], C1COCCO1, [Pd], c1ccc(P(c2ccccc2)c2ccccc2)cc1, c1ccc(P(c2ccccc2)c2ccccc2)cc1, c1ccc(P(c2ccccc2)c2ccccc2)cc1, c1ccc(P(c2ccccc2)c2ccccc2)cc1. Product: C=Cc1ccc(-c2noc(-c3onc(-c4ccccc4)c3C(F)(F)F)n2)cc1C. As a reaction SMILES: [CH2:29]([CH2:30][CH2:42][CH3:43])[Sn:31]([CH2:32][CH2:33][CH2:34][CH3:35])([CH2:36][CH2:37][CH2:38][CH3:39])[CH:40]=[CH2:41].[CH3:52][CH2:53][O:54][C:55](=[O:56])[CH3:57].[Cl-:45].[I:1][c:2]1[c:3]([CH3:28])[cH:4][c:5](-[c:8]2[n:9][o:10][c:11](-[c:13]3[c:14]([C:24]([F:25])([F:26])[F:27])[c:15](-[c:18]4[cH:19][cH:20][cH:21][cH:22][cH:23]4)[n:16][o:17]3)[n:12]2)[cH:6][cH:7]1.[Li+:44].[O:46]1[CH2:47][CH2:48][O:49][CH2:50][CH2:51]1.[Pd:58].[c:116]1([P:117]([c:118]2[cH:119][cH:120][cH:121][cH:122][cH:123]2)[c:124]2[cH:125][cH:126][cH:127][cH:128][cH:129]2)[cH:130][cH:131][cH:132][cH:133][cH:134]1.[c:59]1([P:60]([c:61]2[cH:62][cH:63][cH:64][cH:65][cH:66]2)[c:67]2[cH:68][cH:69][cH:70][cH:71][cH:72]2)[cH:73][cH:74][cH:75][cH:76][cH:77]1.[c:78]1([P:79]([c:80]2[cH:81][cH:82][cH:83][cH:84][cH:85]2)[c:86]2[cH:87][cH:88][cH:89][cH:90][cH:91]2)[cH:92][cH:93][cH:94][cH:95][cH:96]1.[c:97]1([P:98]([c:99]2[cH:100][cH:101][cH:102][cH:103][cH:104]2)[c:105]2[cH:106][cH:107][cH:108][cH:109][cH:110]2)[cH:111][cH:112][cH:113][cH:114][cH:115]1>>[c:2]1([CH:29]=[CH2:30])[c:3]([CH3:28])[cH:4][c:5](-[c:8]2[n:9][o:10][c:11](-[c:13]3[c:14]([C:24]([F:25])([F:26])[F:27])[c:15](-[c:18]4[cH:19][cH:20][cH:21][cH:22][cH:23]4)[n:16][o:17]3)[n:12]2)[cH:6][cH:7]1. Starting materials: C1(=CC=CC=C1)OC(NC=1C(=NC(=C(C1)CC)C)OC)=O (Phenyl-N-(5-ethyl-2-methoxy-6-methylpyridin-3-yl)carbamate), ClC=1C=CC(=C(C1)N1CCNCC1)C (1-(5-chloro-2-methylphenyl)piperazine). Product: C(C)C=1C=C(C(=NC1C)OC)NC(=O)N1CCN(CC1)C1=C(C=CC(=C1)Cl)C (1-[(5-ethyl-2-methoxy-6-methylpyridin-3-yl)aminocarbonyl]-4-(5-chloro-2-methylphenyl)piperazine). Isolated yield 63.0%. Reaction SMILES: C1(O[C:8](=[O:21])[NH:9][C:10]2[C:11]([O:19][CH3:20])=[N:12][C:13]([CH3:18])=[C:14]([CH2:16][CH3:17])[CH:15]=2)C=CC=CC=1.[Cl:22][C:23]1[CH:24]=[CH:25][C:26]([CH3:35])=[C:27]([N:29]2[CH2:34][CH2:33][NH:32][CH2:31][CH2:30]2)[CH:28]=1>>[CH2:16]([C:14]1[CH:15]=[C:10]([NH:9][C:8]([N:32]2[CH2:31][CH2:30][N:29]([C:27]3[CH:28]=[C:23]([Cl:22])[CH:24]=[CH:25][C:26]=3[CH3:35])[CH2:34][CH2:33]2)=[O:21])[C:11]([O:19][CH3:20])=[N:12][C:13]=1[CH3:18])[CH3:17]. Procedure details: Phenyl-N-(5-ethyl-2-methoxy-6-methylpyridin-3-yl)carbamate and 1-(5-chloro-2-methylphenyl)piperazine were reacted by the same way with the example 1 to obtain the titled compound.